From a dataset of the Open Reaction Database (ORD), a public repository of structured organic reaction records. describe an organic reaction: reactants, conditions, products, and yield Starting materials: ClC=1C=CC(=C(C(=O)NC=2SC(=CN2)C)C1)OC (5-chloro-2-methoxy-N-(5-methylthiazol-2-yl)benzamide), [H-].[Na+] (sodium hydride), BrCC=1OC(=CC1)C(F)(F)F (2-(bromomethyl)-5-(trifluoromethyl)furan). The solvent is CN(C)C=O (DMF). Reaction conditions: time 8 hour. Product: ClC=1C=CC(=C(C(=O)\N=C\2/SC(=CN2CC=2OC(=CC2)C(F)(F)F)C)C1)OC (5-chloro-2-methoxy-N-[(2Z)-5-methyl-3-{[5-(trifluoromethyl)-2-furyl]methyl}-1,3-thiazol-2(3H)-ylidene]benzamide). The yield is 32.2%. RXN SMILES: [Cl:1][C:2]1[CH:3]=[CH:4][C:5]([O:17][CH3:18])=[C:6]([CH:16]=1)[C:7]([NH:9][C:10]1[S:11][C:12]([CH3:15])=[CH:13][N:14]=1)=[O:8].[H-].[Na+].Br[CH2:22][C:23]1[O:24][C:25]([C:28]([F:31])([F:30])[F:29])=[CH:26][CH:27]=1>CN(C=O)C>[Cl:1][C:2]1[CH:3]=[CH:4][C:5]([O:17][CH3:18])=[C:6]([CH:16]=1)[C:7](/[N:9]=[C:10]1\[S:11][C:12]([CH3:15])=[CH:13][N:14]\1[CH2:22][C:23]1[O:24][C:25]([C:28]([F:31])([F:30])[F:29])=[CH:26][CH:27]=1)=[O:8] |f:1.2|. Reported procedure: To a solution of Example 340A (0.1 g, 0.36 mmol) in 5 mL DMF was added sodium hydride (0.01 g, 0.39 mmol, 95%). The solution was allowed to stir at ambient temperature for 30 min when 2-(bromomethyl)-5-(trifluoromethyl)furan (0.09 g, 0.39 mmol) was added. The reaction was held at ambient temperature overnight and then quenched with water. The crude was extracted with ethyl acetate and the organics washed with water, then dried over MgSO4, filtered, and concentrated. Flash chromatography over sil...